From a dataset of the Open Reaction Database (ORD), a public repository of structured organic reaction records. describe an organic reaction: reactants, conditions, products, and yield Reactants: C(=NC1CCCCC1)=NC1CCCCC1, CN(C)c1ccncc1, Cc1cc(CC(=O)O)cnc1Cl, CN(C)C=O, Nc1ccc(-c2cnccn2)cn1. The product is Cc1cc(CC(=O)Nc2ccc(-c3cnccn3)cn2)cnc1Cl. As a reaction SMILES: [CH2:26]1[CH2:27][CH2:28][CH:29]([N:30]=[C:31]=[N:32][CH:33]2[CH2:34][CH2:35][CH2:36][CH2:37][CH2:38]2)[CH2:39][CH2:40]1.[CH3:41][N:42]([CH3:43])[c:44]1[cH:45][cH:46][n:47][cH:48][cH:49]1.[Cl:1][c:2]1[c:3]([CH3:12])[cH:4][c:5]([CH2:8][C:9](=[O:10])[OH:11])[cH:6][n:7]1.[O:50]=[CH:51][N:52]([CH3:53])[CH3:54].[n:13]1[c:14](-[c:19]2[cH:20][cH:21][c:22]([NH2:25])[n:23][cH:24]2)[cH:15][n:16][cH:17][cH:18]1>>[Cl:1][c:2]1[c:3]([CH3:12])[cH:4][c:5]([CH2:8][C:9](=[O:11])[NH:25][c:22]2[cH:21][cH:20][c:19](-[c:14]3[n:13][cH:18][cH:17][n:16][cH:15]3)[cH:24][n:23]2)[cH:6][n:7]1.